From a dataset of the Open Reaction Database (ORD), a public repository of structured organic reaction records. describe an organic reaction: reactants, conditions, products, and yield Reactants: IC1=C(C=C(C=C1)OC)NC(C)=O (N-(2-iodo-5-methoxyphenyl)acetamide), [Si](C)(C)(C(C)(C)C)C#CC(=O)C1=CC(=C(C(=C1)OC)OC)OC (3-(tert-butyldimethylsilyl)-1-(3,4,5-trimethoxyphenyl)prop-2-yn-1-one), [Li+].[Cl-] (LiCl), C(=O)([O-])[O-].[Na+].[Na+] (Na2CO3). Run in CN(C)C=O (DMF). Reaction conditions: temperature 100 celsius, time 1.5 hour. The product is [Si](C)(C)(C(C)(C)C)C=1N(C2=CC(=CC=C2C1C(C1=CC(=C(C(=C1)OC)OC)OC)=O)OC)C(C)=O (1-(2-(tert-Butyldimethylsilyl)-6-methoxy-3-(3,4,5-trimethoxybenzoyl)-1H-indol-1-yl)ethanone). The yield is 70.5%. Reaction SMILES: I[C:2]1[CH:7]=[CH:6][C:5]([O:8][CH3:9])=[CH:4][C:3]=1[NH:10][C:11](=[O:13])[CH3:12].[Si:14]([C:21]#[C:22][C:23]([C:25]1[CH:30]=[C:29]([O:31][CH3:32])[C:28]([O:33][CH3:34])=[C:27]([O:35][CH3:36])[CH:26]=1)=[O:24])([C:17]([CH3:20])([CH3:19])[CH3:18])([CH3:16])[CH3:15].[Li+].[Cl-].C([O-])([O-])=O.[Na+].[Na+]>CN(C=O)C>[Si:14]([C:21]1[N:10]([C:11](=[O:13])[CH3:12])[C:3]2[C:2]([C:22]=1[C:23](=[O:24])[C:25]1[CH:26]=[C:27]([O:35][CH3:36])[C:28]([O:33][CH3:34])=[C:29]([O:31][CH3:32])[CH:30]=1)=[CH:7][CH:6]=[C:5]([O:8][CH3:9])[CH:4]=2)([C:17]([CH3:19])([CH3:18])[CH3:20])([CH3:16])[CH3:15] |f:2.3,4.5.6|. Procedure: A mixture of N-(2-iodo-5-methoxyphenyl)acetamide (0.45 g; 1.55 mmol), 3-(tert-butyldimethylsilyl)-1-(3,4,5-trimethoxyphenyl)prop-2-yn-1-one (0.5 g; 1.51 mmol), LiCl (0.069 g; 1.6 mmol) and Na2CO3 (0.477 g; 4.5 mmol) in anhydrous DMF (8 ml) was degassed with N2 and temperature was raised to 100° C. with stirring. Pd(OAc)2 (0.15 g) was added and heating was continued for 1.5 h. The solvent was removed in vacuo and the residue was diluted to 100 ml with EtOAc. This was washed with H2O, dried over M... The reactants are Cc1ccc(-c2cc(C(=O)OC(C)(C)C)cc(C3=NOC(c4ccccn4)C3)c2)nc1, ClCCl, Cl. Yields the product Cc1ccc(-c2cc(C(=O)O)cc(C3=NOC(c4ccccn4)C3)c2)nc1, Cl. Reaction SMILES: [CH3:1][c:2]1[cH:3][cH:4][c:5](-[c:8]2[cH:9][c:10]([C:11](=[O:12])[O:13][C:14]([CH3:15])([CH3:16])[CH3:17])[cH:18][c:19]([C:21]3=[N:22][O:23][CH:24]([c:26]4[n:27][cH:28][cH:29][cH:30][cH:31]4)[CH2:25]3)[cH:20]2)[n:6][cH:7]1.[Cl:33][CH2:34][Cl:35].[ClH:32]>>[CH3:1][c:2]1[cH:3][cH:4][c:5](-[c:8]2[cH:9][c:10]([C:11](=[O:12])[OH:13])[cH:18][c:19]([C:21]3=[N:22][O:23][CH:24]([c:26]4[n:27][cH:28][cH:29][cH:30][cH:31]4)[CH2:25]3)[cH:20]2)[n:6][cH:7]1.[ClH:32].